This data is from the Open Reaction Database (ORD), a public repository of structured organic reaction records. The task is: describe an organic reaction: reactants, conditions, products, and yield Starting materials: CCOC(=O)c1ccc(C=C(C)C)cn1, C1COCCO1, O. Yields the product CCOC(=O)c1ccc(C=C(C)C=O)cn1. Reaction SMILES: [C:1](=[O:2])([O:3][CH2:4][CH3:5])[c:6]1[n:7][cH:8][c:9]([CH:12]=[C:13]([CH3:14])[CH3:15])[cH:10][cH:11]1.[O:16]1[CH2:17][CH2:18][O:19][CH2:20][CH2:21]1.[OH2:22]>>[C:1](=[O:2])([O:3][CH2:4][CH3:5])[c:6]1[n:7][cH:8][c:9]([CH:12]=[C:13]([CH3:14])[CH:15]=[O:16])[cH:10][cH:11]1. Reactants: N#Cc1nn(-c2c(Cl)cc(C(F)(F)F)cc2Cl)c(C=O)c1SC(F)(F)F, COC(OC)OC, CCOCC, CO, O, Cc1ccc(S(=O)(=O)O)cc1. The product is COC(OC)c1c(SC(F)(F)F)c(C#N)nn1-c1c(Cl)cc(C(F)(F)F)cc1Cl. Reaction SMILES: [C:1](#[N:2])[c:3]1[n:4][n:5](-[c:15]2[c:16]([Cl:26])[cH:17][c:18]([C:22]([F:23])([F:24])[F:25])[cH:19][c:20]2[Cl:21])[c:6]([CH:13]=[O:14])[c:7]1[S:8][C:9]([F:10])([F:11])[F:12].[CH3:27][O:28][CH:29]([O:30][CH3:31])[O:32][CH3:33].[CH3:46][CH2:47][O:48][CH2:49][CH3:50].[CH3:51][OH:52].[OH2:34].[c:35]1([CH3:36])[cH:37][cH:38][c:39]([S:40]([OH:41])(=[O:42])=[O:43])[cH:44][cH:45]1>>[C:1](#[N:2])[c:3]1[n:4][n:5](-[c:15]2[c:16]([Cl:26])[cH:17][c:18]([C:22]([F:23])([F:24])[F:25])[cH:19][c:20]2[Cl:21])[c:6]([CH:29]([O:28][CH3:27])[O:30][CH3:31])[c:7]1[S:8][C:9]([F:10])([F:11])[F:12]. Starting materials: O[C@H]1C[C@@H](CC2=CC=C3[C@@H]4CC[C@H]([C@@H](CC[C@@H](C(C)C)O)C)[C@]4(CC[C@@H]3[C@@]12C)C)O (1α,3β,24(S)-trihydroxycholesta-5,7-diene), C(C)(=O)O[C@H]1C[C@@H](CC2=CC[C@H]3[C@@H]4CC[C@H]([C@@H](CCC(C(C)C)OC(C)=O)C)[C@]4(CC[C@@H]3[C@@]12C)C)OC(C)=O (1α,3β,24-triacetoxycholest-5-ene). Product: O[C@H]1C[C@@H](CC2=CC=C3[C@@H]4CC[C@H]([C@@H](CC[C@@H](C(C)C)OC(C5=CC=CC=C5)=O)C)[C@]4(CC[C@@H]3[C@@]12C)C)OC(C1=CC=CC=C1)=O (1α-hydroxy-3β,24(S)-dibenzoyloxycholesta-5,7-diene). Reaction SMILES: [OH:1][C@@H:2]1[C@@:27]2([CH3:28])[C:6](=[CH:7][CH:8]=[C:9]3[C@@H:26]2[CH2:25][CH2:24][C@@:23]2([CH3:29])[C@H:10]3[CH2:11][CH2:12][C@@H:13]2[C@H:14]([CH3:22])[CH2:15][CH2:16][C@H:17]([OH:21])[CH:18]([CH3:20])[CH3:19])[CH2:5][C@@H:4]([OH:30])[CH2:3]1.C([O:34][C@@H:35]1[C@@:63]2(C)[C:39](=[CH:40][CH2:41][C@@H:42]3[C@@H:62]2CC[C@@]2(C)[C@H]3CC[C@@H]2[C@H](C)CCC(OC(=O)C)C(C)C)C[C@@H](OC(=O)C)C1)(=O)C>>[OH:1][C@@H:2]1[C@@:27]2([CH3:28])[C:6](=[CH:7][CH:8]=[C:9]3[C@@H:26]2[CH2:25][CH2:24][C@@:23]2([CH3:29])[C@H:10]3[CH2:11][CH2:12][C@@H:13]2[C@H:14]([CH3:22])[CH2:15][CH2:16][C@H:17]([O:21][C:2](=[O:1])[C:27]2[CH:6]=[CH:7][CH:8]=[CH:9][CH:26]=2)[CH:18]([CH3:20])[CH3:19])[CH2:5][C@@H:4]([O:30][C:35](=[O:34])[C:63]2[CH:62]=[CH:42][CH:41]=[CH:40][CH:39]=2)[CH2:3]1. Procedure: The 1α,3β,24(S)-trihydroxycholesta-5,7-diene obtained in Example 16 was benzoylated in quite the same way as in Example 22, (A) to form 1α-hydroxy-3β,24(S)-dibenzoyloxycholesta-5,7-diene. 15 mg of this product was treated in quite the same way as in Example 25 to afford 1.5 mg of a product whose properties corresponded with 1α,24(S)-dihydroxycholecalciferol. From this, it was confirmed that the product obtained after the isomerization was 1α-hydroxy-24(S)-benzoyloxycholecalciferol-3β-benzoate. Run at time 20 hour. Reactants: S(=O)(Cl)Cl (Thionyl chloride), C1(CCCC1)CC(=O)O (cyclopentylacetic acid), CO (methanol). RXN SMILES: S(Cl)(Cl)=O.[CH:5]1([CH2:10][C:11]([OH:13])=[O:12])[CH2:9][CH2:8][CH2:7][CH2:6]1.[CH3:14]O>>[CH:5]1([CH2:10][C:11]([O:13][CH3:14])=[O:12])[CH2:9][CH2:8][CH2:7][CH2:6]1. Yields the product C1(CCCC1)CC(=O)OC (Cyclopentylacetic Acid, Methyl Ester). Reported procedure: Thionyl chloride (7.0 ml) was slowly added to a solution of cyclopentylacetic acid (8.0 ml) in dry methanol (60 ml) and the mixture was stirred at 23° for 20 h. The mixture was concentrated in vacuo; then, the residue was taken up in DCM (100 ml), washed with a 5% sodium bicarbonate solution (50 ml), water (50 ml) and brine (50 ml), dried and concentrated in vacuo to give the title compound (6.47 g) as a yellow oil, which was not purified further. T.l.c. CH-EA (1:1), Rf =0.79. 1H-NMR: 3.70(s); 2...